From a dataset of the Open Reaction Database (ORD), a public repository of structured organic reaction records. describe an organic reaction: reactants, conditions, products, and yield The reactants are [H][H] (hydrogen), C(C)(=O)OCCOCBr (2-acetoxyethoxymethyl bromide), [H-].[Na+] (Sodium hydride), ClC1=C2C(NC=N1)=NC=C2 (4-chloropyrrolo[2,3-d]pyrimidine). The solvent is CN(C)C=O (DMF), O (water). Product: ClC=1C2=C(N=CN1)N(C=C2)COCCOC(C)=O (4-Chloro-7-(2-acetoxyethoxymethyl)pyrrolo[2,3-d]pyrimidine). The yield is 40.2%. As a reaction SMILES: [H-].[Na+].[Cl:3][C:4]1[N:9]=[CH:8][NH:7][C:6]2=[N:10][CH:11]=[CH:12][C:5]=12.[H][H].[C:15]([O:18][CH2:19][CH2:20][O:21][CH2:22]Br)(=[O:17])[CH3:16]>CN(C=O)C.O>[Cl:3][C:4]1[C:5]2[CH:12]=[CH:11][N:10]([CH2:22][O:21][CH2:20][CH2:19][O:18][C:15](=[O:17])[CH3:16])[C:6]=2[N:7]=[CH:8][N:9]=1 |f:0.1|. Reported procedure: Sodium hydride (0.09 g, 60% in mineral oil) was added to a solution of 4-chloropyrrolo[2,3-d]pyrimidine (1) in dry DMF (6 mL) in small portions at 0-5 degrees C under a nitrogen atomosphere. When all hydrogen evolution has ceased, 2-acetoxyethoxymethyl bromide (2) (0.45 g) was added, dropwise with stirring, at room temperature. The reaction mixture was then stirred at room temperature for an additional 3 hours. After that period of time, water (50 mL) was added and the product was extracted with... Starting materials: C(C)(=S)[O-].C(CCC)[N+](CCCC)(CCCC)CCCC (tetra-n-butylammonium thioacetate), ClCP(OCC)(OCC)=O (diethyl chloromethylphosphonate). The solvent is O1CCCC1 (tetrahydrofuran). Product: C(C)OP(=O)(OCC)COC(C)=S (diethoxyphosphinylmethylthioacetate). The yield is 70.4%. As a reaction SMILES: [C:1]([O-:4])(=[S:3])[CH3:2].C([N+](CCCC)(CCCC)CCCC)CCC.Cl[CH2:23][P:24](=[O:31])([O:28][CH2:29][CH3:30])[O:25][CH2:26][CH3:27]>O1CCCC1>[CH2:26]([O:25][P:24]([CH2:23][O:4][C:1](=[S:3])[CH3:2])([O:28][CH2:29][CH3:30])=[O:31])[CH3:27] |f:0.1|. Reported procedure: A solution of tetra-n-butylammonium thioacetate (12.8 g, 0.041 mol) and diethyl chloromethylphosphonate (5 g, 0.027 mol) is stirred in tetrahydrofuran (30 ml) overnight at room temperature. After evaporation of the solvent, the residue is purified by silica gel chromatography (2:1 heptane:acetone as eluant) to give diethoxyphosphinylmethylthioacetate (4.3 g). 1H-NMR: 4H, m, 4.20-4.11 ppm; 2H, d, 3.23; 3H, s, 2.40; 6H, m, 1.33.